From a dataset of the Open Reaction Database (ORD), a public repository of structured organic reaction records. describe an organic reaction: reactants, conditions, products, and yield Reaction SMILES: [Br:1][CH2:2][CH2:3][O:4][c:5]1[c:6]([O:30][CH3:31])[cH:7][c:8]2[c:9]([O:15][c:16]3[cH:17][c:18]([Cl:29])[c:19]([NH:22][C:23](=[O:24])[NH:25][CH2:26][CH2:27][CH3:28])[cH:20][cH:21]3)[cH:10][cH:11][n:12][c:13]2[cH:14]1.[C:32](=[O:33])([O-:34])[O-:35].[CH3:38][N:39]1[CH2:40][CH2:41][NH:42][CH2:43][CH2:44]1.[CH3:46][N:47]([CH3:48])[CH:49]=[O:50].[K+:36].[K+:37].[OH2:45]>>[CH2:2]([CH2:3][O:4][c:5]1[c:6]([O:30][CH3:31])[cH:7][c:8]2[c:9]([O:15][c:16]3[cH:17][c:18]([Cl:29])[c:19]([NH:22][C:23](=[O:24])[NH:25][CH2:26][CH2:27][CH3:28])[cH:20][cH:21]3)[cH:10][cH:11][n:12][c:13]2[cH:14]1)[N:42]1[CH2:41][CH2:40][N:39]([CH3:38])[CH2:44][CH2:43]1. The product is CCCNC(=O)Nc1ccc(Oc2ccnc3cc(OCCN4CCN(C)CC4)c(OC)cc23)cc1Cl. Starting materials: CCCNC(=O)Nc1ccc(Oc2ccnc3cc(OCCBr)c(OC)cc23)cc1Cl, O=C([O-])[O-], CN1CCNCC1, CN(C)C=O, [K+], [K+], O. The reactants are ClC=1C(=NC=C(C(=O)OC)C1)OCC(F)(F)F (methyl 5-chloro-6-(2,2,2-trifluoroethoxy)nicotinate), C(C)(=O)N (acetamide), P(=O)([O-])([O-])[O-].[K+].[K+].[K+] (potassium phosphate), C(C)(C)(C)P(C1=C(C=CC=C1)C1=C(C=C(C=C1C(C)C)C(C)C)C(C)C)C(C)(C)C (2-di-tert-butylphosphino-2′,4′,6′-triisopropylbiphenyl). Reagents/catalysts: C=1C=CC(=CC1)/C=C/C(=O)/C=C/C2=CC=CC=C2.C=1C=CC(=CC1)/C=C/C(=O)/C=C/C2=CC=CC=C2.C=1C=CC(=CC1)/C=C/C(=O)/C=C/C2=CC=CC=C2.[Pd].[Pd] (tris(dibenzylideneacetone)dipalladium(0)). The solvent is C(C)(C)(C)O (tert-butyl alcohol), O (water), C(C)(=O)OCC (ethyl acetate). Conditions: temperature 110 celsius, time 3 hour. The product is C(C)(=O)NC=1C(=NC=C(C(=O)OC)C1)OCC(F)(F)F (methyl 5-acetamido-6-(2,2,2-trifluoroethoxy)nicotinate). Isolated yield 17.7%. RXN SMILES: Cl[C:2]1[C:3]([O:12][CH2:13][C:14]([F:17])([F:16])[F:15])=[N:4][CH:5]=[C:6]([CH:11]=1)[C:7]([O:9][CH3:10])=[O:8].[C:18]([NH2:21])(=[O:20])[CH3:19].P([O-])([O-])([O-])=O.[K+].[K+].[K+].C(P(C(C)(C)C)C1C=CC=CC=1C1C(C(C)C)=CC(C(C)C)=CC=1C(C)C)(C)(C)C>C(O)(C)(C)C.C1C=CC(/C=C/C(/C=C/C2C=CC=CC=2)=O)=CC=1.C1C=CC(/C=C/C(/C=C/C2C=CC=CC=2)=O)=CC=1.C1C=CC(/C=C/C(/C=C/C2C=CC=CC=2)=O)=CC=1.[Pd].[Pd].C(OCC)(=O)C.O>[C:18]([NH:21][C:2]1[C:3]([O:12][CH2:13][C:14]([F:17])([F:16])[F:15])=[N:4][CH:5]=[C:6]([CH:11]=1)[C:7]([O:9][CH3:10])=[O:8])(=[O:20])[CH3:19] |f:2.3.4.5,8.9.10.11.12|. Procedure details: A mixture of methyl 5-chloro-6-(2,2,2-trifluoroethoxy)nicotinate (3.08 g, 11.4 mmol, Step-1), acetamide (0.70 mL, 13.7 mmol), tris(dibenzylideneacetone)dipalladium(0) (0.73 g, 0.80 mmol), potassium phosphate (7.27 g, 34.3 mmol) and 2-di-tert-butylphosphino-2′,4′,6′-triisopropylbiphenyl (0.34 g, 0.800 mmol) in tert-butyl alcohol (114 mL) is stirred for 3 hours at 110° C. The reaction mixture is poured into water and extricated with ethyl acetate and dried over sodium sulfate and concentrated in v...